From a dataset of the Open Reaction Database (ORD), a public repository of structured organic reaction records. describe an organic reaction: reactants, conditions, products, and yield Starting materials: Na2HPO4, [O-]Cl.[Na+] (NaOCl), [N+](=O)([O-])C=1C=CC2=C(C=C[C@](O2)(C(OC)OC)C)C1 ((2S)-6-nitro-2-methyl-2-dimethoxymethyl-2H-1-benzopyran), (S,S)-Mn(III) salen. Reagents/catalysts: catalyst. Run in ClCCl (dichloromethane). Conditions: time 12 hour. The product is [N+](=O)([O-])C=1C=CC2=C([C@H]3[C@@H]([C@](O2)(C(OC)OC)C)O3)C1 ((2S,3S,4S)-6-nitro-2-methyl-2-dimethoxymethyl-3,4-epoxy-3,4-dihydro-2H-1-benzopyran). Reaction SMILES: [O-:1]Cl.[Na+].[N+:4]([C:7]1[CH:8]=[CH:9][C:10]2[O:15][C@:14]([CH3:21])([CH:16]([O:19][CH3:20])[O:17][CH3:18])[CH:13]=[CH:12][C:11]=2[CH:22]=1)([O-:6])=[O:5]>ClCCl>[N+:4]([C:7]1[CH:8]=[CH:9][C:10]2[O:15][C@:14]([CH3:21])([CH:16]([O:19][CH3:20])[O:17][CH3:18])[C@H:13]3[O:1][C@H:12]3[C:11]=2[CH:22]=1)([O-:6])=[O:5] |f:0.1|. Procedure: 0.05 M Na2HPO4 aqueous solution (16.6 ml) was added to 0.55 M NaOCl aqueous solution (41.5 ml, 22.8 mmol) at 0° C. To the aqueous solution was slowly added the solution of (2S)-6-nitro-2-methyl-2-dimethoxymethyl-2H-1-benzopyran (1.5 g, 5.7 mmol) and (S,S)-Mn(III) salen, catalyst (155 mg, 0.28 mmol) for an enantioselective epoxidation developed by Jacobsen in dichloromethane (8.5 ml). The solution was stirred at the room temperature for 12 hours. After the reaction was completed, the reaction mix... The reactants are C(C)OC(CC1=NC(=CC=C1)NCC(=O)OC(C)(C)C)=O (ethyl-6-[(tert-butoxycarbonyl)methylamino]-2-pyridylacetate), Cl.O1CCOCC1 (HCl dioxane). The solvent is O1CCOCC1 (dioxane). Run at time 17 hour. The product is C(C)OC(CC1=NC(=CC=C1)NC)=O (Ethyl-6-(methylamino)-2-pyridylacetate). Isolated yield 119.9%. As a reaction SMILES: [CH2:1]([O:3][C:4](=[O:21])[CH2:5][C:6]1[CH:11]=[CH:10][CH:9]=[C:8]([NH:12][CH2:13]C(OC(C)(C)C)=O)[N:7]=1)[CH3:2].Cl.O1CCOCC1>O1CCOCC1>[CH2:1]([O:3][C:4](=[O:21])[CH2:5][C:6]1[CH:11]=[CH:10][CH:9]=[C:8]([NH:12][CH3:13])[N:7]=1)[CH3:2] |f:1.2|. Procedure details: A solution of ethyl-6-[(tert-butoxycarbonyl)methylamino]-2-pyridylacetate (10.72 g, 36.42 mmole) in anhydrous dioxane (91 mL) was cooled to the point of partial crystallization of the solvent, and 4 M HCl/dioxane (91 mL, 364.2 mmole) was added. The solution was warmed to RT and stirred for 17 hr, then was concentrated. The resulting light yellow solid was slurried with CH2Cl2/toluene and reconcentrated to leave the title compound (8.48 g, quantitative) as a light yellow powder: 1H NMR (250 MHz, ...